This data is from the Open Reaction Database (ORD), a public repository of structured organic reaction records. The task is: describe an organic reaction: reactants, conditions, products, and yield Starting materials: CCO, OCCC#Cc1ncccn1. As a reaction SMILES: [CH3:12][CH2:13][OH:14].[n:1]1[c:2]([C:7]#[C:8][CH2:9][CH2:10][OH:11])[n:3][cH:4][cH:5][cH:6]1>>[n:1]1[c:2]([CH2:7][CH2:8][CH2:9][CH2:10][OH:11])[n:3][cH:4][cH:5][cH:6]1. The product is OCCCCc1ncccn1. The reactants are BrC=1C=C(OCC2=CC=C(C(=O)NCC=3C(=NC(=CC3C)C)O)C=C2)C=CC1 (4-((3-bromophenoxy)methyl)-N-((2-hydroxy-4,6-dimethylpyridin-3-yl)methyl)benzamide), CC1(OB(OC1(C)C)C=1C=CC(=NC1)N)C (5-(4,4,5,5-tetramethyl-1,3,2-dioxaborolan-2-yl)pyridin-2-amine), C([O-])([O-])=O.[Na+].[Na+] (sodium carbonate). Reagents/catalysts: [Pd].C1(=CC=CC=C1)P(C1=CC=CC=C1)C1=CC=CC=C1.C1(=CC=CC=C1)P(C1=CC=CC=C1)C1=CC=CC=C1.C1(=CC=CC=C1)P(C1=CC=CC=C1)C1=CC=CC=C1.C1(=CC=CC=C1)P(C1=CC=CC=C1)C1=CC=CC=C1 (tetra(triphenylphosphine) palladium). The solvent is O1CCOCC1 (1,4-dioxane), O (water). Conditions: temperature 90 celsius, time 15 hour. Product: NC1=CC=C(C=N1)C=1C=C(OCC2=CC=C(C(=O)NCC=3C(=NC(=CC3C)C)O)C=C2)C=CC1 (4-((3-(6-aminopyridin-3-yl)phenoxy)methyl)-N-((2-hydroxy-4,6-dimethylpyridin-3-yl)methyl)benzamide). Isolated yield 36.7%. RXN SMILES: Br[C:2]1[CH:3]=[C:4]([CH:26]=[CH:27][CH:28]=1)[O:5][CH2:6][C:7]1[CH:25]=[CH:24][C:10]([C:11]([NH:13][CH2:14][C:15]2[C:16]([OH:23])=[N:17][C:18]([CH3:22])=[CH:19][C:20]=2[CH3:21])=[O:12])=[CH:9][CH:8]=1.CC1(C)C(C)(C)OB([C:37]2[CH:38]=[CH:39][C:40]([NH2:43])=[N:41][CH:42]=2)O1.C(=O)([O-])[O-].[Na+].[Na+]>O1CCOCC1.O.[Pd].C1(P(C2C=CC=CC=2)C2C=CC=CC=2)C=CC=CC=1.C1(P(C2C=CC=CC=2)C2C=CC=CC=2)C=CC=CC=1.C1(P(C2C=CC=CC=2)C2C=CC=CC=2)C=CC=CC=1.C1(P(C2C=CC=CC=2)C2C=CC=CC=2)C=CC=CC=1>[NH2:43][C:40]1[N:41]=[CH:42][C:37]([C:2]2[CH:3]=[C:4]([CH:26]=[CH:27][CH:28]=2)[O:5][CH2:6][C:7]2[CH:25]=[CH:24][C:10]([C:11]([NH:13][CH2:14][C:15]3[C:16]([OH:23])=[N:17][C:18]([CH3:22])=[CH:19][C:20]=3[CH3:21])=[O:12])=[CH:9][CH:8]=2)=[CH:38][CH:39]=1 |f:2.3.4,7.8.9.10.11|. Procedure details: A mixture of 4-((3-bromophenoxy)methyl)-N-((2-hydroxy-4,6-dimethylpyridin-3-yl)methyl)benzamide (80 mg, 0.18 mmol), 5-(4,4,5,5-tetramethyl-1,3,2-dioxaborolan-2-yl)pyridin-2-amine (40 mg, 0.43 mmol) and sodium carbonate (75 mg, 0.7 mmol), tetra(triphenylphosphine) palladium (23 mg, 0.02 mmol) in 1,4-dioxane (8 ml) and water (2 ml) was stirred for 15 hours at 90° C. under nitrogen atmosphere. After cooling to room temperature, the reaction mixture was concentrated to give a residue. The residue wa... The reactants are [N+](=O)([O-])C1=CC(=C(C=C1)N)N (4-nitro-o-phenylenediamine), ClC=1C=C(C=CC1)C(CC)=O (3'-chloropropiophenone). Product: C1(=CC=CC=C1)C1=CC=NC2=C3N=CC=C(C3=CC(=C12)[N+](=O)[O-])C1=CC=CC=C1 (4,7-diphenyl-5-nitro-1,10-phenanthroline). The yield is 15.0%. As a reaction SMILES: [N+:1]([C:4]1[CH:9]=[CH:8][C:7]([NH2:10])=[C:6]([NH2:11])[CH:5]=1)([O-:3])=[O:2].Cl[C:13]1[CH:14]=[C:15]([C:19](=O)[CH2:20][CH3:21])[CH:16]=[CH:17][CH:18]=1>>[C:15]1([C:19]2[C:5]3[C:6](=[C:7]4[C:8](=[CH:9][C:4]=3[N+:1]([O-:3])=[O:2])[C:19]([C:15]3[CH:16]=[CH:17][CH:18]=[CH:13][CH:14]=3)=[CH:20][CH:21]=[N:10]4)[N:11]=[CH:21][CH:20]=2)[CH:16]=[CH:17][CH:18]=[CH:13][CH:14]=1. Procedure details: In another approach illustrated in FIG. 21 the inventors performed a double Skraup reaction between 4-nitro-o-phenylenediamine 60 and two molecules of 3'-chloropropiophenone 61 to afford in ca. 15% yield 4,7-diphenyl-5-nitro-1,10-phenanthroline 62. Specifically, 4-Nitro-o-phenylenediamine 60 was reacted with β-chloropropiophenone 61 under the Skraup reaction conditions to afford in 15% compound 62, which was analyzed and found to have the following physical characteristics: Reactants: [Cl-], Cc1sc2c(c1C)C(c1ccc(Cl)cc1)=NC(CC(=O)O)c1nnc(C)n1-2, Cn1cc[n+](C)c1Cl, CC(Cl)Cl, Nc1ncccn1, c1ccncc1. Yields the product Cc1sc2c(c1C)C(c1ccc(Cl)cc1)=NC(CC(=O)Nc1ncccn1)c1nnc(C)n1-2. Reaction SMILES: [Cl-:41].[Cl:1][c:2]1[cH:3][cH:4][c:5]([C:8]2=[N:9][CH:10]([CH2:24][C:25](=[O:26])[OH:27])[c:11]3[n:12]([c:20]([CH3:23])[n:21][n:22]3)-[c:13]3[c:14]2[c:15]([CH3:19])[c:16]([CH3:18])[s:17]3)[cH:6][cH:7]1.[Cl:42][c:43]1[n:44]([CH3:45])[cH:46][cH:47][n+:48]1[CH3:49].[Cl:50][CH:51]([Cl:52])[CH3:53].[NH2:28][c:29]1[n:30][cH:31][cH:32][cH:33][n:34]1.[cH:35]1[cH:36][cH:37][n:38][cH:39][cH:40]1>>[Cl:1][c:2]1[cH:3][cH:4][c:5]([C:8]2=[N:9][CH:10]([CH2:24][C:25](=[O:26])[NH:28][c:29]3[n:30][cH:31][cH:32][cH:33][n:34]3)[c:11]3[n:12]([c:20]([CH3:23])[n:21][n:22]3)-[c:13]3[c:14]2[c:15]([CH3:19])[c:16]([CH3:18])[s:17]3)[cH:6][cH:7]1. Reactants: CC[O-].[Na+] (NaOEt), C(C1=CC=CC=C1)C=1C=C(C(=NC1)C(=O)OCC)N(CC1=CC=C(C=C1)S(=O)(=O)C)C(CC(=O)OCC)=O (ethyl 5-benzyl-3-{(3-ethoxy-3-oxopropanoyl)[4-(methylsulfonyl)benzyl]-amino}-pyridine-2-carboxylate), Cl (HCl). The solvent is CCO (EtOH), CCO (EtOH). Run at time 30 minute. Yields the product C(C1=CC=CC=C1)C1=CN=C2C(=C(C(N(C2=C1)CC1=CC=C(C=C1)S(=O)(=O)C)=O)C(=O)OCC)O (ethyl 7-benzyl-4-hydroxy-1-[4-(methylsulfonyl)benzyl]-2-oxo-1,2-dihydro-1,5-naphthyridine-3-carboxylate). RXN SMILES: CC[O-].[Na+].[CH2:5]([C:12]1[CH:13]=[C:14]([N:23]([C:35](=[O:42])[CH2:36][C:37]([O:39][CH2:40][CH3:41])=[O:38])[CH2:24][C:25]2[CH:30]=[CH:29][C:28]([S:31]([CH3:34])(=[O:33])=[O:32])=[CH:27][CH:26]=2)[C:15]([C:18]([O:20]CC)=O)=[N:16][CH:17]=1)[C:6]1[CH:11]=[CH:10][CH:9]=[CH:8][CH:7]=1.Cl>CCO>[CH2:5]([C:12]1[CH:13]=[C:14]2[C:15]([C:18]([OH:20])=[C:36]([C:37]([O:39][CH2:40][CH3:41])=[O:38])[C:35](=[O:42])[N:23]2[CH2:24][C:25]2[CH:26]=[CH:27][C:28]([S:31]([CH3:34])(=[O:32])=[O:33])=[CH:29][CH:30]=2)=[N:16][CH:17]=1)[C:6]1[CH:7]=[CH:8][CH:9]=[CH:10][CH:11]=1 |f:0.1|. Procedure details: A solution of 1M NaOEt in EtOH (2.5 mL, 2.5 mmol) was added dropwise to a solution of ethyl 5-benzyl-3-{(3-ethoxy-3-oxopropanoyl)[4-(methylsulfonyl)benzyl]-amino}-pyridine-2-carboxylate (690 mg, 1.26 mmol) in EtOH (6 mL). The mixture was stirred at rt for 30 min, neutralized with 1M HCl (2.5 mL) and the resulting precipitate was collected by filtration washing with 1:1 water/EtOH. This procedure afforded the product as an off-white solid: 1H NMR (CDCl3) δ 14.07 (1H, br s), 8.56 (1H, s), 7.79 (2H... The reactants are CC(C)(C)O, CON(C)Cc1csc(NC(=O)n2ccnc2)n1. Product: CON(C)Cc1csc(NC(=O)OC(C)(C)C)n1. As a reaction SMILES: [CH3:19][C:20]([CH3:21])([CH3:22])[OH:23].[CH3:1][O:2][N:3]([CH3:4])[CH2:5][c:6]1[n:7][c:8]([NH:11][C:12](=[O:13])[n:14]2[cH:15][cH:16][n:17][cH:18]2)[s:9][cH:10]1>>[CH3:1][O:2][N:3]([CH3:4])[CH2:5][c:6]1[n:7][c:8]([NH:11][C:12](=[O:13])[O:23][C:20]([CH3:19])([CH3:21])[CH3:22])[s:9][cH:10]1. The reactants are ClCC(=O)Cl (chloroacetyl chloride), ClC1=CC(=C(C=C1SCC(=O)OC1COCC1O)N=C1SC(N2CCCCN12)=O)F (9-(4-chloro-2-fluoro-5-(4-hydroxytetrahydrofuran-3-yloxycarbonylmethylthio)phenylimino)-8-thia-1,6-diazabicyclo[4.3.0]nonan-7-one), N1=CC=CC=C1 (pyridine). The solvent is ClCCl (dichloromethane), ClCCl (dichloromethane). Reaction conditions: time 8 hour. Yields the product ClC1=CC(=C(C=C1SCC(=O)OC1COCC1OC(CCl)=O)N=C1SC(N2CCCCN12)=O)F (9-(4-Chloro-5-(4-(chloroacetoxy)tetrahydrofuran-3-yloxycarbonylmethylthio)-2-fluorophenylimino)-8-thia-1,6-diazabicyclo[4.3.0]nonan-7-one). Yield: 73.8%. RXN SMILES: [Cl:1][C:2]1[C:7]([S:8][CH2:9][C:10]([O:12][CH:13]2[CH:17]([OH:18])[CH2:16][O:15][CH2:14]2)=[O:11])=[CH:6][C:5]([N:19]=[C:20]2[N:28]3[N:23]([CH2:24][CH2:25][CH2:26][CH2:27]3)[C:22](=[O:29])[S:21]2)=[C:4]([F:30])[CH:3]=1.N1C=CC=CC=1.[Cl:37][CH2:38][C:39](Cl)=[O:40]>ClCCl>[Cl:1][C:2]1[C:7]([S:8][CH2:9][C:10]([O:12][CH:13]2[CH:17]([O:18][C:39](=[O:40])[CH2:38][Cl:37])[CH2:16][O:15][CH2:14]2)=[O:11])=[CH:6][C:5]([N:19]=[C:20]2[N:28]3[N:23]([CH2:24][CH2:25][CH2:26][CH2:27]3)[C:22](=[O:29])[S:21]2)=[C:4]([F:30])[CH:3]=1. Reported procedure: In 25 ml of dichloromethane were dissolved 1.19 g of 9-(4-chloro-2-fluoro-5-(4-hydroxytetrahydrofuran-3-yloxycarbonylmethylthio)phenylimino)-8-thia-1,6-diazabicyclo[4.3.0]nonan-7-one and 0.24 g of pyridine, followed by dropwise addition of a solution of 0.34 g of chloroacetyl chloride in dichloromethane. After stirring at room temperature overnight, the reaction mixture was washed with water, and subsequently with aqueous saturated sodium chloride solution, and dried over anhydrous magnesium sul...